Dataset: the Open Reaction Database (ORD), a public repository of structured organic reaction records. Task: describe an organic reaction: reactants, conditions, products, and yield Reactants: CCOC(=O)CCCCCc1c(-c2cccnc2)n(C)c2ccccc12, CCCCO, CN. Yields the product CNC(=O)CCCCCc1c(-c2cccnc2)n(C)c2ccccc12. RXN SMILES: [CH2:1]([O:3][C:4](=[O:2])[CH2:6][CH2:7][CH2:8][CH2:9][CH2:10][c:11]1[c:12](-[c:21]2[cH:22][n:23][cH:24][cH:25][cH:26]2)[n:13]([CH3:20])[c:14]2[cH:15][cH:16][cH:17][cH:18][c:19]12)[CH3:5].[CH2:29]([OH:30])[CH2:31][CH2:32][CH3:33].[CH3:27][NH2:28]>>[O:3]=[C:4]([CH2:6][CH2:7][CH2:8][CH2:9][CH2:10][c:11]1[c:12](-[c:21]2[cH:22][n:23][cH:24][cH:25][cH:26]2)[n:13]([CH3:20])[c:14]2[cH:15][cH:16][cH:17][cH:18][c:19]12)[NH:28][CH3:27].